From a dataset of the Open Reaction Database (ORD), a public repository of structured organic reaction records. describe an organic reaction: reactants, conditions, products, and yield Starting materials: C(=O)([O-])C(O)C(O)C(=O)[O-].[K+].[Na+] (sodium potassium tartrate), [BH4-].[Na+] (sodium borohydride), [Cl-].[Li+] (lithium chloride), ClC1=CC=C(C=C1)C1=NN(C(N1C[C@@H](C(F)(F)F)O)=O)CC(=O)NC(CC(=O)OC)C1=C(C=CC=C1)F (Methyl (3RS)-3-[({3-(4-chlorophenyl)-5-oxo-4-[(2S)-3,3,3-trifluoro-2-hydroxypropyl]-4,5-dihydro-1H-1,2,4-triazol-1-yl}acetyl)amino]-3-(2-fluorophenyl)propionate). Run in COCCOC (1,2-dimethoxyethane). Run at temperature 85 celsius, time 16 hour. Product: ClC1=CC=C(C=C1)C1=NN(C(N1C[C@@H](C(F)(F)F)O)=O)CC(=O)NC(CCO)C1=C(C=CC=C1)F (2-{3-(4-Chlorophenyl)-5-oxo-4-[(2S)-3,3,3-trifluoro-2-hydroxypropyl]-4,5-dihydro-1H-1,2,4-triazol-1-yl}-N-[1-(2-fluorophenyl)-3-hydroxypropyl]acetamide). Reaction SMILES: [Cl:1][C:2]1[CH:7]=[CH:6][C:5]([C:8]2[N:12]([CH2:13][C@H:14]([OH:19])[C:15]([F:18])([F:17])[F:16])[C:11](=[O:20])[N:10]([CH2:21][C:22]([NH:24][CH:25]([C:31]3[CH:36]=[CH:35][CH:34]=[CH:33][C:32]=3[F:37])[CH2:26][C:27](OC)=[O:28])=[O:23])[N:9]=2)=[CH:4][CH:3]=1.[BH4-].[Na+].[Cl-].[Li+].C(C(C(C([O-])=O)O)O)([O-])=O.[K+].[Na+]>COCCOC>[Cl:1][C:2]1[CH:7]=[CH:6][C:5]([C:8]2[N:12]([CH2:13][C@H:14]([OH:19])[C:15]([F:17])([F:18])[F:16])[C:11](=[O:20])[N:10]([CH2:21][C:22]([NH:24][CH:25]([C:31]3[CH:36]=[CH:35][CH:34]=[CH:33][C:32]=3[F:37])[CH2:26][CH2:27][OH:28])=[O:23])[N:9]=2)=[CH:4][CH:3]=1 |f:1.2,3.4,5.6.7|. Procedure details: Of the compound from Example 93A, 39 mg (0.07 mmol) were dissolved in 2 ml of 1,2-dimethoxyethane and admixed at room temperature in succession with 4.1 mg (0.11 mmol) of sodium borohydride and with 0.6 mg (0.014 mmol) of lithium chloride. Subsequently the mixture was stirred at 85° C. for 16 h. For work-up, 10 ml of saturated aqueous sodium potassium tartrate solution were added and the mixture was extracted with three times 10 ml of ethyl acetate. The combined organic phases were dried over ma... Reactants: [BH4-], Cc1csc(Nc2ncc(C=O)cc2Oc2ccccc2)n1, CCO, [Cl-], [NH4+], [Na+]. Yields the product Cc1csc(Nc2ncc(CO)cc2Oc2ccccc2)n1. As a reaction SMILES: [BH4-:23].[CH3:1][c:2]1[n:3][c:4]([NH:7][c:8]2[n:9][cH:10][c:11]([CH:12]=[O:13])[cH:14][c:15]2[O:16][c:17]2[cH:18][cH:19][cH:20][cH:21][cH:22]2)[s:5][cH:6]1.[CH3:27][CH2:28][OH:29].[Cl-:25].[NH4+:26].[Na+:24]>>[CH3:1][c:2]1[n:3][c:4]([NH:7][c:8]2[n:9][cH:10][c:11]([CH2:12][OH:13])[cH:14][c:15]2[O:16][c:17]2[cH:18][cH:19][cH:20][cH:21][cH:22]2)[s:5][cH:6]1. Reactants: CCC(=O)O, COc1cccc(CO)c1, CC(C)OC(=O)N=NC(=O)OC(C)C, C1CCOC1, c1ccc(P(c2ccccc2)c2ccccc2)cc1, c1cnc2[nH]ccc2c1. The product is CCC(=O)O, COc1cccc(Cn2ccc3cccnc32)c1. As a reaction SMILES: [CH3:34][CH2:35][C:36](=[O:37])[OH:38].[CH3:48][O:49][c:50]1[cH:51][c:52]([CH2:53][OH:54])[cH:55][cH:56][cH:57]1.[O:1]=[C:2]([O:3][CH:4]([CH3:5])[CH3:6])[N:7]=[N:8][C:9]([O:10][CH:11]([CH3:12])[CH3:13])=[O:14].[O:58]1[CH2:59][CH2:60][CH2:61][CH2:62]1.[c:15]1([P:16]([c:17]2[cH:18][cH:19][cH:20][cH:21][cH:22]2)[c:23]2[cH:24][cH:25][cH:26][cH:27][cH:28]2)[cH:29][cH:30][cH:31][cH:32][cH:33]1.[nH:39]1[cH:40][cH:41][c:42]2[c:43]1[n:44][cH:45][cH:46][cH:47]2>>[CH3:34][CH2:35][C:36](=[O:37])[OH:38].[n:39]1([CH2:53][c:52]2[cH:51][c:50]([O:49][CH3:48])[cH:57][cH:56][cH:55]2)[cH:40][cH:41][c:42]2[c:43]1[n:44][cH:45][cH:46][cH:47]2. The reactants are FC1=C(C=CC(=C1)OCC1=CSC=C1)[N+](=O)[O-] (2-fluoro-4-(3-thienylmethoxy)nitrobenzene), [OH-].[K+] (potassium hydroxide). Solvent: C(C)(C)(C)O (t-butanol). Product: [N+](=O)([O-])C1=C(C=C(C=C1)OCC1=CSC=C1)O (2-nitro-5-(3-thienylmethoxy)phenol). Reaction SMILES: F[C:2]1[CH:7]=[C:6]([O:8][CH2:9][C:10]2[CH:14]=[CH:13][S:12][CH:11]=2)[CH:5]=[CH:4][C:3]=1[N+:15]([O-:17])=[O:16].[OH-:18].[K+]>C(O)(C)(C)C>[N+:15]([C:3]1[CH:4]=[CH:5][C:6]([O:8][CH2:9][C:10]2[CH:14]=[CH:13][S:12][CH:11]=2)=[CH:7][C:2]=1[OH:18])([O-:17])=[O:16] |f:1.2|. Procedure: A mixture of 2-fluoro-4-(3-thienylmethoxy)nitrobenzene (4.21 g), aqueous potassium hydroxide solution (50 mL; 50% w/v) and t-butanol (20 mL) is heated at reflux for 4 hours. It is then evaporated to dryness and the residue is partitioned between ethyl acetate (100 mL) and hydrochloric acid (100 mL; 1 N). The organic phase is washed with water (3×100 mL), dried over magnesium sulphate, filtered and evaporated, to give 2-nitro-5-(3-thienylmethoxy)phenol, in the form of a yellow solid.